From a dataset of the Open Reaction Database (ORD), a public repository of structured organic reaction records. describe an organic reaction: reactants, conditions, products, and yield Starting materials: CO, Cc1nc2c(Cl)nc3ccccc3c2n1Cc1cc(-c2ccc(F)cc2)no1, N. Product: Cc1nc2c(N)nc3ccccc3c2n1Cc1cc(-c2ccc(F)cc2)no1. RXN SMILES: [CH3:30][OH:31].[Cl:1][c:2]1[n:3][c:4]2[cH:5][cH:6][cH:7][cH:8][c:9]2[c:10]2[c:11]1[n:12][c:13]([CH3:28])[n:14]2[CH2:15][c:16]1[cH:17][c:18](-[c:21]2[cH:22][cH:23][c:24]([F:27])[cH:25][cH:26]2)[n:19][o:20]1.[NH3:29]>>[c:2]1([NH2:29])[n:3][c:4]2[cH:5][cH:6][cH:7][cH:8][c:9]2[c:10]2[c:11]1[n:12][c:13]([CH3:28])[n:14]2[CH2:15][c:16]1[cH:17][c:18](-[c:21]2[cH:22][cH:23][c:24]([F:27])[cH:25][cH:26]2)[n:19][o:20]1. Reactants: CN[C@H]1[C@@H](CCCC1)NC (Trans-N,N′-dimethylcyclohexane-1,2-diamine), C34H43ClN6O7Si, N1N=CC=C1 (pyrazole), BrC1=CC=C(C=C1)C1=C(C=C2C(=N1)N=C(N2COCC[Si](C)(C)C)O[C@@H]2CO[C@H]1[C@@H]2OC[C@H]1O)Cl ((3R,3aR,6R,6aR)-6-[5-(4-bromophenyl)-6-chloro-1-(2-trimethylsilylethoxymethyl)imidazo[4,5-b]pyridin-2-yl]oxy-2,3,3a,5,6,6a-hexahydrofuro[3,2-b]furan-3-ol), N=1NC=C2C1CN(C2)C(=O)OC(C)(C)C (tert-butyl 4,6-dihydro-2H-pyrrolo[3,4-c]pyrazole-5-carboxylate), P(=O)([O-])([O-])[O-].[K+].[K+].[K+] (tripotassium phosphate). The reagents and catalysts are [Cu]I (copper (I) iodide). Run in O1CCOCC1 (dioxane), CCOC(=O)C.CCCCCC (EtOAc hexane). Conditions: temperature 100 celsius. The product is O[C@H]1[C@@H]2[C@H](OC1)[C@@H](CO2)OC=2N(C=1C(=NC(=C(C1)Cl)C1=CC=C(C=C1)N1N=C3C(=C1)CN(C3)C(=O)OC(C)(C)C)N2)COCC[Si](C)(C)C (tert-butyl 2-[4-[2-[[(3R,3aR,6R,6aR)-3-hydroxy-2,3,3a,5,6,6a-hexahydrofuro[3,2-b]furan-6-yl]oxy]-6-chloro-1-(2-trimethylsilylethoxymethyl)-imidazo[4,5-b]pyridin-5-yl]phenyl]-4,6-dihydropyrrolo[3,4-c]pyrazole-5-carboxylate). RXN SMILES: Br[C:2]1[CH:7]=[CH:6][C:5]([C:8]2[N:13]=[C:12]3[N:14]=[C:15]([O:25][C@H:26]4[C@H:30]5[O:31][CH2:32][C@@H:33]([OH:34])[C@H:29]5[O:28][CH2:27]4)[N:16]([CH2:17][O:18][CH2:19][CH2:20][Si:21]([CH3:24])([CH3:23])[CH3:22])[C:11]3=[CH:10][C:9]=2[Cl:35])=[CH:4][CH:3]=1.[N:36]1[NH:37][CH:38]=[C:39]2[CH2:43][N:42]([C:44]([O:46][C:47]([CH3:50])([CH3:49])[CH3:48])=[O:45])[CH2:41][C:40]=12.P([O-])([O-])([O-])=O.[K+].[K+].[K+].CN[C@@H]1CCCC[C@H]1NC.N1C=CC=N1>[Cu]I.CCOC(C)=O.CCCCCC.O1CCOCC1>[OH:34][C@@H:33]1[CH2:32][O:31][C@@H:30]2[C@H:26]([O:25][C:15]3[N:16]([CH2:17][O:18][CH2:19][CH2:20][Si:21]([CH3:24])([CH3:23])[CH3:22])[C:11]4[C:12]([N:14]=3)=[N:13][C:8]([C:5]3[CH:6]=[CH:7][C:2]([N:37]5[CH:38]=[C:39]6[CH2:43][N:42]([C:44]([O:46][C:47]([CH3:50])([CH3:49])[CH3:48])=[O:45])[CH2:41][C:40]6=[N:36]5)=[CH:3][CH:4]=3)=[C:9]([Cl:35])[CH:10]=4)[CH2:27][O:28][C@H:29]12 |f:2.3.4.5,9.10|. Procedure: A vial was charged with (3R,3aR,6R,6aR)-6-[5-(4-bromophenyl)-6-chloro-1-(2-trimethylsilylethoxymethyl)imidazo[4,5-b]pyridin-2-yl]oxy-2,3,3a,5,6,6a-hexahydrofuro[3,2-b]furan-3-ol (501.8 mg, 0.861 mmol), tert-butyl 4,6-dihydro-2H-pyrrolo[3,4-c]pyrazole-5-carboxylate (240.3 mg, 1.148 mmol), tripotassium phosphate (581.6 mg, 2.74 mmol), and copper (I) iodide (37.2 mg, 0.195 mmol). The vial was evacuated (3×) and backfilled with nitrogen. Trans-N,N′-dimethylcyclohexane-1,2-diamine (55 μl, 0.348 mmol)... Starting materials: COC(=O)c1cnc(C(F)(F)F)c(Br)c1, CC(C)C[AlH]CC(C)C, CO, ClCCl. Product: OCc1cnc(C(F)(F)F)c(Br)c1. As a reaction SMILES: [Br:1][c:2]1[cH:3][c:4]([C:12](=[O:13])[O:14][CH3:15])[cH:5][n:6][c:7]1[C:8]([F:9])([F:10])[F:11].[CH3:16][CH:17]([CH2:18][AlH:19][CH2:20][CH:21]([CH3:22])[CH3:23])[CH3:24].[CH3:28][OH:29].[Cl:25][CH2:26][Cl:27]>>[Br:1][c:2]1[cH:3][c:4]([CH2:12][OH:13])[cH:5][n:6][c:7]1[C:8]([F:9])([F:10])[F:11].